Dataset: the Open Reaction Database (ORD), a public repository of structured organic reaction records. Task: describe an organic reaction: reactants, conditions, products, and yield Starting materials: ClC(=O)OCC (Ethyl chloroformate), C(C1=CC=CC=C1)OC=1C=C(C(=O)NC2=NC=C(C=C2)C(=N)NO)C=C(C1)OCC1=CC=CC=C1 (3,5-bis(benzyloxy)-N-{5-[(hydroxyamino)(imino)methyl]pyridin-2-yl}benzamide). Run in N1=CC=CC=C1 (pyridine). The product is C(C1=CC=CC=C1)OC=1C=C(C(=O)NC2=NC=C(C=C2)C2=NOC(N2)=O)C=C(C1)OCC1=CC=CC=C1 (3,5-bis(benzyloxy)-N-[5-(5-oxo-4,5-dihydro-1,2,4-oxadiazol-3-yl)pyridin-2-yl]benzamide), solid. Isolated yield 70.0%. Reaction SMILES: Cl[C:2](OCC)=[O:3].[CH2:7]([O:14][C:15]1[CH:16]=[C:17]([CH:31]=[C:32]([O:34][CH2:35][C:36]2[CH:41]=[CH:40][CH:39]=[CH:38][CH:37]=2)[CH:33]=1)[C:18]([NH:20][C:21]1[CH:26]=[CH:25][C:24]([C:27]([NH:29][OH:30])=[NH:28])=[CH:23][N:22]=1)=[O:19])[C:8]1[CH:13]=[CH:12][CH:11]=[CH:10][CH:9]=1>N1C=CC=CC=1>[CH2:35]([O:34][C:32]1[CH:31]=[C:17]([CH:16]=[C:15]([O:14][CH2:7][C:8]2[CH:9]=[CH:10][CH:11]=[CH:12][CH:13]=2)[CH:33]=1)[C:18]([NH:20][C:21]1[CH:26]=[CH:25][C:24]([C:27]2[NH:28][C:2](=[O:3])[O:30][N:29]=2)=[CH:23][N:22]=1)=[O:19])[C:36]1[CH:41]=[CH:40][CH:39]=[CH:38][CH:37]=1. Reported procedure: Ethyl chloroformate (32 μL, 0.33 mmol) was added to a solution of 3,5-bis(benzyloxy)-N-{5-[(hydroxyamino)(imino)methyl]pyridin-2-yl}benzamide (140 mg, 0.30 mmol) in pyridine (5 mL). This solution was heated at reflux overnight. The mixture was cooled and concentrated under reduced pressure. DCM and methanol were used to dissolve the remaining material and the solution was washed with water. The organic solution was concentrated under reduced pressure and the residue was purified on silica by MPL... The reactants are NC=1C(=CC(=NC1C#N)C1=CC(=C(OCCNC(OC(C)(C)C)=O)C=C1)C(F)(F)F)NC (tert-Butyl 2-(4-(5-amino-6-cyano-4-(methylamino)pyridin-2-yl)-2-(trifluoromethyl)phenoxy)ethylcarbamate), Cl (Hydrochloric Acid), N(=O)[O-].[Na+] (Sodium nitrite). The solvent is O1CCOCC1 (dioxane), O (water). Conditions: time 1 hour. The product is C(#N)C1=NC(=CC2=C1N=NN2C)C2=CC(=C(OCCNC(OC(C)(C)C)=O)C=C2)C(F)(F)F (tert-butyl 2-(4-(4-cyano-1-methyl-1H-[1,2,3]triazolo[4,5-c]pyridin-6-yl)-2-(trifluoromethyl)phenoxy)ethylcarbamate). RXN SMILES: [NH2:1][C:2]1[C:3]([NH:31][CH3:32])=[CH:4][C:5]([C:10]2[CH:26]=[CH:25][C:13]([O:14][CH2:15][CH2:16][NH:17][C:18](=[O:24])[O:19][C:20]([CH3:23])([CH3:22])[CH3:21])=[C:12]([C:27]([F:30])([F:29])[F:28])[CH:11]=2)=[N:6][C:7]=1[C:8]#[N:9].Cl.[N:34]([O-])=O.[Na+]>O1CCOCC1.O>[C:8]([C:7]1[C:2]2[N:1]=[N:34][N:31]([CH3:32])[C:3]=2[CH:4]=[C:5]([C:10]2[CH:26]=[CH:25][C:13]([O:14][CH2:15][CH2:16][NH:17][C:18](=[O:24])[O:19][C:20]([CH3:23])([CH3:22])[CH3:21])=[C:12]([C:27]([F:28])([F:29])[F:30])[CH:11]=2)[N:6]=1)#[N:9] |f:2.3|. Procedure: tert-Butyl 2-(4-(5-amino-6-cyano-4-(methylamino)pyridin-2-yl)-2-(trifluoromethyl)phenoxy)ethylcarbamate (1.130 mmol, 0.51 g) was dissolved in 1M Hydrochloric Acid (2.259 mmol, 2.259 ml) and dioxane (5 ml). Sodium nitrite (1.582 mmol, 0.109 g) in water (5.00 ml) was added to the reaction mixture and it was stirred at room temperature for 1 hr. The reaction mixture was filtered and the solid washed with water to afford tert-butyl 2-(4-(4-cyano-1-methyl-1H-[1,2,3]triazolo[4,5-c]pyridin-6-yl)-2-(tri...